Dataset: the Open Reaction Database (ORD), a public repository of structured organic reaction records. Task: describe an organic reaction: reactants, conditions, products, and yield Reactants: [H-].[H-].[H-].[H-].[Li+].[Al+3] (LiAlH4), FC1=C(COC2=CC=C(C#N)C=C2)C=CC=C1 (4-(2-fluorobenzyloxy)benzonitrile), [OH-].[Na+] (NaOH), O (H2O), O (H2O). The solvent is C1CCOC1 (THF), C1CCOC1 (THF). Reaction conditions: time 2 hour. The product is FC1=C(COC2=CC=C(CN)C=C2)C=CC=C1 (4-(2-Fluorobenzyloxy)benzylamine). The yield is 60.4%. RXN SMILES: [H-].[H-].[H-].[H-].[Li+].[Al+3].[F:7][C:8]1[CH:23]=[CH:22][CH:21]=[CH:20][C:9]=1[CH2:10][O:11][C:12]1[CH:19]=[CH:18][C:15]([C:16]#[N:17])=[CH:14][CH:13]=1.O.[OH-].[Na+]>C1COCC1>[F:7][C:8]1[CH:23]=[CH:22][CH:21]=[CH:20][C:9]=1[CH2:10][O:11][C:12]1[CH:19]=[CH:18][C:15]([CH2:16][NH2:17])=[CH:14][CH:13]=1 |f:0.1.2.3.4.5,8.9|. Reported procedure: To a LiAlH4 (6.50 g, 171.9 mmol) suspension in THF (500 mL) was added dropwise a THF (40 mL) solution of 4-(2-fluorobenzyloxy)benzonitrile (13.00 g, 57.3 mmol) at 0° C. The mixture was stirred at room temperature (16 h) and H2O (5.4 mL) was added dropwise at 0° C. followed by an aqueous NaOH solution (2.7 mL, 15% w/w), and then H2O (5.4 mL). The mixture was stirred at room temperature (2 h), and the precipitate filtered and washed with CH2Cl2. The filtrate was concentrated in vacuo to obtain a c... Starting materials: BrC#CC(C)(C)OC (1-bromo-3-methoxy-3-methyl-1-butyne), aqueous solution, C(C)N (ethyamine), Cl.NO (hydroxylamine hydrochloride), C(C#C)O (propargyl alcohol). Reagents/catalysts: [Cu]Cl (copper(I) chloride). Solvent: CO (methanol), CO (methanol). Yields the product COC(C#CC#CCO)(C)C (6-methoxy-6-methyl-2,4-heptadiyn-1-ol). The yield is 89.6%. Reaction SMILES: C(N)C.Cl.NO.[CH2:7]([OH:10])[C:8]#[CH:9].Br[C:12]#[C:13][C:14]([O:17][CH3:18])([CH3:16])[CH3:15]>CO.[Cu]Cl>[CH3:18][O:17][C:14]([CH3:16])([CH3:15])[C:13]#[C:12][C:9]#[C:8][CH2:7][OH:10] |f:1.2|. Reported procedure: 200 ml of a 70% aqueous solution of ethyamine, 1 g of copper(I) chloride, 5 g of hydroxylamine hydrochloride and 25 g of propargyl alcohol were dissolved in 500 ml of methanol, and with ice cooling and stirring, a methanol solution (100 ml) of 74 g of 1-bromo-3-methoxy-3-methyl-1-butyne was added. The mixture was stirred at room temperature for 1 hour, and then the solvent was evaporated. Water and ethyl acetate were added, and the insoluble material was removed by filtration. The organic layer ... Reactants: CC#N, CCC1(C(=O)O)CC1, [Cl-], ClC=C(Cl)Cl, N#C[Cu]. The product is [C-]#N, CCC1(C(=O)O)CC1. As a reaction SMILES: [C:18](#[N:19])[CH3:20].[CH2:2]([CH3:3])[C:4]1([C:7](=[O:8])[OH:9])[CH2:5][CH2:6]1.[Cl-:1].[Cl:13][CH:14]=[C:15]([Cl:16])[Cl:17].[Cu:10][C:11]#[N:12]>>[C-:11]#[N:12].[CH2:2]([CH3:3])[C:4]1([C:7](=[O:8])[OH:9])[CH2:5][CH2:6]1. The reactants are CCOC(C)=O, CO, COc1ccc2c(Oc3ccc(NC(=O)c4c(C)n(CC(C)OC(=O)C(C)NC(=O)OCc5ccccc5)n(-c5ccccc5)c4=O)cc3F)ccnc2c1. Yields the product COc1ccc2c(Oc3ccc(NC(=O)c4c(C)n(CC(C)OC(=O)C(C)N)n(-c5ccccc5)c4=O)cc3F)ccnc2c1. As a reaction SMILES: [CH3:56][CH2:57][O:58][C:59]([CH3:60])=[O:61].[CH3:62][OH:63].[F:1][c:2]1[cH:3][c:4]([NH:21][C:22](=[O:23])[c:24]2[c:25](=[O:55])[n:26](-[c:49]3[cH:50][cH:51][cH:52][cH:53][cH:54]3)[n:27]([CH2:30][CH:31]([CH3:32])[O:33][C:34]([CH:35]([CH3:36])[NH:37][C:38]([O:39][CH2:40][c:41]3[cH:42][cH:43][cH:44][cH:45][cH:46]3)=[O:47])=[O:48])[c:28]2[CH3:29])[cH:5][cH:6][c:7]1[O:8][c:9]1[cH:10][cH:11][n:12][c:13]2[cH:14][c:15]([O:19][CH3:20])[cH:16][cH:17][c:18]12>>[F:1][c:2]1[cH:3][c:4]([NH:21][C:22](=[O:23])[c:24]2[c:25](=[O:55])[n:26](-[c:49]3[cH:50][cH:51][cH:52][cH:53][cH:54]3)[n:27]([CH2:30][CH:31]([CH3:32])[O:33][C:34]([CH:35]([CH3:36])[NH2:37])=[O:48])[c:28]2[CH3:29])[cH:5][cH:6][c:7]1[O:8][c:9]1[cH:10][cH:11][n:12][c:13]2[cH:14][c:15]([O:19][CH3:20])[cH:16][cH:17][c:18]12.